This data is from the Open Reaction Database (ORD), a public repository of structured organic reaction records. The task is: describe an organic reaction: reactants, conditions, products, and yield The reactants are Cl (HCl), Cl.NC1=CC=C(C=N1)CC(C(=O)O)C=1N=CN(C1)C1CCCCC1 (3-(6-Aminopyridin-3-yl)-2-(1-cyclohexyl-1H-imidazol-4-yl)propionic acid hydrochloride), C(CO)O (ethylene glycol). Conditions: time 1 hour. Product: NC1=CC=C(C=N1)CC(C(=O)OCCO)C=1N=CN(C1)C1CCCCC1 (2-Hydroxyethyl 3-(6-aminopyridin-3-yl)-2-(1-cyclohexyl-1H-imidazol-4-yl)propionate). As a reaction SMILES: Cl.Cl.[NH2:3][C:4]1[N:9]=[CH:8][C:7]([CH2:10][CH:11]([C:15]2[N:16]=[CH:17][N:18]([CH:20]3[CH2:25][CH2:24][CH2:23][CH2:22][CH2:21]3)[CH:19]=2)[C:12]([OH:14])=[O:13])=[CH:6][CH:5]=1.[CH2:26](O)[CH2:27][OH:28]>>[NH2:3][C:4]1[N:9]=[CH:8][C:7]([CH2:10][CH:11]([C:15]2[N:16]=[CH:17][N:18]([CH:20]3[CH2:25][CH2:24][CH2:23][CH2:22][CH2:21]3)[CH:19]=2)[C:12]([O:14][CH2:26][CH2:27][OH:28])=[O:13])=[CH:6][CH:5]=1 |f:1.2|. Procedure details: 0.4 ml of an HCl-saturated ether solution was added to a solution of 50.0 mg (0.16 mmol) of the compound from example 1i in 1 ml of ethylene glycol and stirred at RT for 1 h. The solution was then concentrated to dryness, and the residue was taken up in sat. NaHCO3 solution and extracted with EA several times. The combined EA extracts were dried, filtered and concentrated. The resulting residue was dried under high vacuum, resulting in 33 mg of the title compound in the form of a pale yellow oil... The reagents and catalysts are C(C)(=O)[O-].[Pd+2].C(C)(=O)[O-] (palladium (II) acetate), C=1C=CC(=CC1)[P](C=2C=CC=CC2)(C=3C=CC=CC3)[Pd]([P](C=4C=CC=CC4)(C=5C=CC=CC5)C=6C=CC=CC6)([P](C=7C=CC=CC7)(C=8C=CC=CC8)C=9C=CC=CC9)[P](C=1C=CC=CC1)(C=1C=CC=CC1)C=1C=CC=CC1 (tetrakis(triphenylphosphine)palladium). Product: C(C1=CC=CC=C1)OC=1C=CC=C2C=CC(=NC12)C1=CN=C2N1C=CC(=C2)CC (8-(benzyloxy)-2-(7-ethylimidazo[1.2-a]pyridin-3-yl)quinoline). Procedure: A mixture of 7-ethylimidazo[1,2-a]pyridine (1.18 g, 8.06 mmol), 8-benzyloxy-2-chloroquinoline (2.17 g, 8.06 mmol), potassium carbonate (2.23 g, 16.2 mmol), palladium (II) acetate (90.5 mg, 0.40 mmol), tetrakis(triphenylphosphine)palladium (0) (466 mg, 0.40 mmol), 1,4-dioxane (33 ml) and water (0.33 ml) was heated under a nitrogen atmosphere overnight. The reaction mixture was diluted with water, extracted with CH2Cl2 and EtOAc, and the combined organic extracts were dried over Na2SO4, filtered a... As a reaction SMILES: [CH2:1]([C:3]1[CH:8]=[CH:7][N:6]2[CH:9]=[CH:10][N:11]=[C:5]2[CH:4]=1)[CH3:2].[CH2:12]([O:19][C:20]1[CH:21]=[CH:22][CH:23]=[C:24]2[C:29]=1[N:28]=[C:27](Cl)[CH:26]=[CH:25]2)[C:13]1[CH:18]=[CH:17][CH:16]=[CH:15][CH:14]=1.C(=O)([O-])[O-].[K+].[K+].O1CCOCC1>O.C([O-])(=O)C.[Pd+2].C([O-])(=O)C.C1C=CC([P]([Pd]([P](C2C=CC=CC=2)(C2C=CC=CC=2)C2C=CC=CC=2)([P](C2C=CC=CC=2)(C2C=CC=CC=2)C2C=CC=CC=2)[P](C2C=CC=CC=2)(C2C=CC=CC=2)C2C=CC=CC=2)(C2C=CC=CC=2)C2C=CC=CC=2)=CC=1>[CH2:12]([O:19][C:20]1[CH:21]=[CH:22][CH:23]=[C:24]2[C:29]=1[N:28]=[C:27]([C:9]1[N:6]3[CH:7]=[CH:8][C:3]([CH2:1][CH3:2])=[CH:4][C:5]3=[N:11][CH:10]=1)[CH:26]=[CH:25]2)[C:13]1[CH:18]=[CH:17][CH:16]=[CH:15][CH:14]=1 |f:2.3.4,7.8.9,^1:56,58,77,96|. The solvent is O (water), O (water). The reactants are C(C)C1=CC=2N(C=C1)C=CN2 (7-ethylimidazo[1,2-a]pyridine), C(C1=CC=CC=C1)OC=1C=CC=C2C=CC(=NC12)Cl (8-benzyloxy-2-chloroquinoline), C([O-])([O-])=O.[K+].[K+] (potassium carbonate), O1CCOCC1 (1,4-dioxane). Yield: 112.8%. Reactants: C(CC)O (n-propanol), ClP(C1=CC=CC=C1)C1=CC=CC=C1 (chloro(diphenyl)phosphine), N (ammonia). Yields the product C1(=CC=CC=C1)P(OCCC)C1=CC=CC=C1 (propyl diphenylphosphinite). Yield: 62.8%. RXN SMILES: [CH2:1]([OH:4])[CH2:2][CH3:3].Cl[P:6]([C:13]1[CH:18]=[CH:17][CH:16]=[CH:15][CH:14]=1)[C:7]1[CH:12]=[CH:11][CH:10]=[CH:9][CH:8]=1.N>>[C:13]1([P:6]([C:7]2[CH:8]=[CH:9][CH:10]=[CH:11][CH:12]=2)[O:4][CH2:1][CH2:2][CH3:3])[CH:14]=[CH:15][CH:16]=[CH:17][CH:18]=1. Procedure details: 915 g (15.25 mol) of n-propanol are cooled to -15° C. with stirring under a nitrogen atmosphere. 330 g (1.5 mol) of chloro(diphenyl)phosphine are then added dropwise at this temperature with vigorous stirring in one hour and 15 minutes. 38 g (2.24 mol) of ammonia gas are then introduced at this temperature with further vigorous stirring. The mixture is then stirred for a further ten hours without cooling. After filtering off the ammonium chloride by suction, the filtrate is freed from propanol a... Starting materials: CC1CN(c2ccc3ccccc3n2)CCN1, O=C(NCc1ccc(F)cc1)C1(CCCCBr)c2ccccc2-c2ccccc21. Yields the product CC1CN(c2ccc3ccccc3n2)CCN1CCCCC1(C(=O)NCc2ccc(F)cc2)c2ccccc2-c2ccccc21. RXN SMILES: [CH3:30][CH:31]1[CH2:32][N:33]([c:37]2[n:38][c:39]3[cH:40][cH:41][cH:42][cH:43][c:44]3[cH:45][cH:46]2)[CH2:34][CH2:35][NH:36]1.[F:1][c:2]1[cH:3][cH:4][c:5]([CH2:6][NH:7][C:8](=[O:9])[C:10]2([CH2:23][CH2:24][CH2:25][CH2:26][Br:27])[c:11]3[cH:12][cH:13][cH:14][cH:15][c:16]3-[c:17]3[cH:18][cH:19][cH:20][cH:21][c:22]32)[cH:28][cH:29]1>>[F:1][c:2]1[cH:3][cH:4][c:5]([CH2:6][NH:7][C:8](=[O:9])[C:10]2([CH2:23][CH2:24][CH2:25][CH2:26][N:36]3[CH:31]([CH3:30])[CH2:32][N:33]([c:37]4[n:38][c:39]5[cH:40][cH:41][cH:42][cH:43][c:44]5[cH:45][cH:46]4)[CH2:34][CH2:35]3)[c:11]3[cH:12][cH:13][cH:14][cH:15][c:16]3-[c:17]3[cH:18][cH:19][cH:20][cH:21][c:22]32)[cH:28][cH:29]1. The reactants are BrC1=CN=CC2=CC=CC=C12 (4-bromoisoquinoline), N1(CCNCC1)C(=O)OC(C)(C)C (t-butyl piperazine-N-carboxylate), C1(=CC=CC=C1)P(C1=C(C2=CC=CC=C2C=C1)C1=C(C=CC2=CC=CC=C12)P(C1=CC=CC=C1)C1=CC=CC=C1)C1=CC=CC=C1 (2,2′-bis(diphenylphosphino)-1,1′-binaphthyl), CC(C)([O-])C.[Na+] (sodium t-butoxide), ice sodium chloride, FC(C(=O)O)(F)F (trifluoroacetic acid). Reagents/catalysts: C=1C=CC(=CC1)/C=C/C(=O)/C=C/C2=CC=CC=C2.C=1C=CC(=CC1)/C=C/C(=O)/C=C/C2=CC=CC=C2.C=1C=CC(=CC1)/C=C/C(=O)/C=C/C2=CC=CC=C2.[Pd].[Pd] (tris(dibenzylideneacetone)dipalladium). Solvent: C1(=CC=CC=C1)C (toluene), ClCCl (dichloromethane). Reaction conditions: temperature 75 celsius, time 2 hour. The product is N1(CCNCC1)C1=CN=CC2=CC=CC=C12 (4-Piperazin-1-ylisoquinoline). RXN SMILES: Br[C:2]1[C:11]2[C:6](=[CH:7][CH:8]=[CH:9][CH:10]=2)[CH:5]=[N:4][CH:3]=1.[N:12]1(C(OC(C)(C)C)=O)[CH2:17][CH2:16][NH:15][CH2:14][CH2:13]1.C1(P(C2C=CC=CC=2)C2C=CC3C(=CC=CC=3)C=2C2C3C(=CC=CC=3)C=CC=2P(C2C=CC=CC=2)C2C=CC=CC=2)C=CC=CC=1.CC(C)([O-])C.[Na+].FC(F)(F)C(O)=O>ClCCl.C1C=CC(/C=C/C(/C=C/C2C=CC=CC=2)=O)=CC=1.C1C=CC(/C=C/C(/C=C/C2C=CC=CC=2)=O)=CC=1.C1C=CC(/C=C/C(/C=C/C2C=CC=CC=2)=O)=CC=1.[Pd].[Pd].C1(C)C=CC=CC=1>[N:12]1([C:2]2[C:11]3[C:6](=[CH:7][CH:8]=[CH:9][CH:10]=3)[CH:5]=[N:4][CH:3]=2)[CH2:17][CH2:16][NH:15][CH2:14][CH2:13]1 |f:3.4,7.8.9.10.11|. Reported procedure: 4.51 g (21.7 mmol) of 4-bromoisoquinoline, 4.65 g (25.0 mmol) of t-butyl piperazine-N-carboxylate, 0.1 g (0.11 mmol) of tris(dibenzylideneacetone)dipalladium, 0.11 g (0.18 mmol) of 2,2′-bis(diphenylphosphino)-1,1′-binaphthyl and 2.92 g (30.4 mmol) of sodium t-butoxide were together added to 50 ml of toluene and the mixture was stirred at 75° C. for 2 h. The reaction mixture was added to ice/sodium chloride and the latter mixture was extracted with ethyl acetate; the organic phase was dried over ...